This data is from the Open Reaction Database (ORD), a public repository of structured organic reaction records. The task is: describe an organic reaction: reactants, conditions, products, and yield The reactants are C(C)(C)(C)C1=CC(=C(C=C1)S(=O)(=O)N(COC)C1=C(SC=C1)C(=O)OC)C=CC1=CC=CC=C1 (Methyl 3-[4-tert-butyl-N-(methoxymethyl)-2-styrylphenylsulfonamido]thiophene-2-carboxylate), Cl (hydrochloric acid), Cl (hydrochloric acid). Run in O1CCCC1 (tetrahydrofuran). Reaction SMILES: [C:1]([C:5]1[CH:10]=[CH:9][C:8]([S:11]([N:14]([C:18]2[CH:22]=[CH:21][S:20][C:19]=2[C:23]([O:25][CH3:26])=[O:24])COC)(=[O:13])=[O:12])=[C:7]([CH:27]=[CH:28][C:29]2[CH:34]=[CH:33][CH:32]=[CH:31][CH:30]=2)[CH:6]=1)([CH3:4])([CH3:3])[CH3:2].Cl>O1CCCC1>[C:1]([C:5]1[CH:10]=[CH:9][C:8]([S:11]([NH:14][C:18]2[CH:22]=[CH:21][S:20][C:19]=2[C:23]([O:25][CH3:26])=[O:24])(=[O:13])=[O:12])=[C:7]([CH:27]=[CH:28][C:29]2[CH:30]=[CH:31][CH:32]=[CH:33][CH:34]=2)[CH:6]=1)([CH3:4])([CH3:2])[CH3:3]. Run at temperature 75 celsius. Yields the product C(C)(C)(C)C1=CC(=C(C=C1)S(=O)(=O)NC1=C(SC=C1)C(=O)OC)C=CC1=CC=CC=C1 (Methyl 3-(4-tert-butyl-2-styrylphenylsulfonamido)thiophene-2-carboxylate). Procedure: To a solution of 25 (134.0 mg; 0.27 mmol) in tetrahydrofuran (8 mL) was added aqueous hydrochloric acid (8.0 mL; 16.0 mmol; 2N). The reaction mixture was heated at 75° C. for 4 hours, and then additional aqueous hydrochloric acid (3.0 mL; 6N) was added and the reaction mixture further heated at reflux for 4-5 hours. The reaction mixture was allowed to cool to room temperature and then extracted with ethyl acetate (15 mL). The organic layer was separated, dried over magnesium sulfate, filtered an... Yield: 49.5%. Reactants: ClC=1C(C(=C(OC1)C)C(=O)OC)=O (5-chloro-3-methoxycarbonyl-2-methyl-4-pyranone), CC1=C(N)C=C(C(=C1)C)[N+](=O)[O-] (2,4-dimethyl-5-nitroaniline), O.C1(=CC=C(C=C1)S(=O)(=O)O)C (p-toluenesulfonic acid monohydrate), O (water). Run in C1(=CC=CC=C1)C (toluene). Yields the product [N+](=O)([O-])C=1C=C(C(=CC1C)C)N1C(=C(C(C(=C1)Cl)=O)C(=O)OC)C (1-(3'-Nitro-4',6'-dimethylphenyl)-5-chloro-3-methoxycarbonyl-2-methyl-4-pyridone). RXN SMILES: [Cl:1][C:2]1[C:3](=[O:13])[C:4]([C:9]([O:11][CH3:12])=[O:10])=[C:5]([CH3:8])O[CH:7]=1.[CH3:14][C:15]1[CH:21]=[C:20]([CH3:22])[C:19]([N+:23]([O-:25])=[O:24])=[CH:18][C:16]=1[NH2:17].O.C1(C)C=CC(S(O)(=O)=O)=CC=1.O>C1(C)C=CC=CC=1>[N+:23]([C:19]1[CH:18]=[C:16]([N:17]2[CH:7]=[C:2]([Cl:1])[C:3](=[O:13])[C:4]([C:9]([O:11][CH3:12])=[O:10])=[C:5]2[CH3:8])[C:15]([CH3:14])=[CH:21][C:20]=1[CH3:22])([O-:25])=[O:24] |f:2.3|. Reported procedure: A solution of 10.1 g (0.05 mol) 5-chloro-3-methoxycarbonyl-2-methyl-4-pyranone, 8.5 g 2,4-dimethyl-5-nitroaniline and 0.1 g p-toluenesulfonic acid monohydrate in 100 ml of toluene are refluxed for 8 h in a water separator apparatus. The mixture is allowed to cool and the precipitating product is filtered off, washed with a small amount of ethylacetate/petrolether and dried. Yield: 15.0 g (85.5%) 1-(3'-nitro-4',6'-dimethylphenyl)-5-chloro-3-methoxycarbonyl-2-methyl-4-pyridone, mp. 266° C. Starting materials: ClC(Cl)Cl, [Ca+2], [Cl-], [Cl-], S=C(Cl)Cl, [Na+], [OH-], O, O=C(Sc1c(F)c(F)c(F)c(F)c1F)c1ccc(O)cc1. The product is O=C(Sc1c(F)c(F)c(F)c(F)c1F)c1ccc(OC(=S)Cl)cc1. Reaction SMILES: [CH:31]([Cl:32])([Cl:33])[Cl:34].[Ca+2:30].[Cl-:28].[Cl-:29].[Cl:22][C:23]([Cl:24])=[S:25].[Na+:27].[OH-:26].[OH2:35].[OH:1][c:2]1[cH:3][cH:4][c:5]([C:6](=[O:7])[S:8][c:9]2[c:10]([F:19])[c:11]([F:18])[c:12]([F:17])[c:13]([F:16])[c:14]2[F:15])[cH:20][cH:21]1>>[O:1]([c:2]1[cH:3][cH:4][c:5]([C:6](=[O:7])[S:8][c:9]2[c:10]([F:19])[c:11]([F:18])[c:12]([F:17])[c:13]([F:16])[c:14]2[F:15])[cH:20][cH:21]1)[C:23]([Cl:22])=[S:25]. Reactants: Clc1cccc(CCBr)c1Cl, COc1ccc(OC)c(Sc2nc3c(N)ncnc3[nH]2)c1. Product: COc1ccc(OC)c(Sc2nc3c(N)ncnc3n2CCc2cccc(Cl)c2Cl)c1. As a reaction SMILES: [Br:22][CH2:23][CH2:24][c:25]1[c:26]([Cl:32])[c:27]([Cl:31])[cH:28][cH:29][cH:30]1.[CH3:1][O:2][c:3]1[c:4]([S:11][c:12]2[nH:13][c:14]3[n:15][cH:16][n:17][c:18]([NH2:21])[c:19]3[n:20]2)[cH:5][c:6]([O:9][CH3:10])[cH:7][cH:8]1>>[CH3:1][O:2][c:3]1[c:4]([S:11][c:12]2[n:13]([CH2:23][CH2:24][c:25]3[c:26]([Cl:32])[c:27]([Cl:31])[cH:28][cH:29][cH:30]3)[c:14]3[n:15][cH:16][n:17][c:18]([NH2:21])[c:19]3[n:20]2)[cH:5][c:6]([O:9][CH3:10])[cH:7][cH:8]1. The reactants are CCO, [Ca+2], [Cl-], [Cl-], O=[N+]([O-])c1ccccc1C(O)c1cc(C(F)(F)F)nc2c(C(F)(F)F)cccc12, [Zn]. The product is Nc1ccccc1C(O)c1cc(C(F)(F)F)nc2c(C(F)(F)F)cccc12. Reaction SMILES: [CH3:33][CH2:34][OH:35].[Ca+2:31].[Cl-:30].[Cl-:32].[F:1][C:2]([c:3]1[n:4][c:5]2[c:6]([C:24]([F:25])([F:26])[F:27])[cH:7][cH:8][cH:9][c:10]2[c:11]([CH:13]([OH:14])[c:15]2[c:16]([N+:21]([O-:22])=[O:23])[cH:17][cH:18][cH:19][cH:20]2)[cH:12]1)([F:28])[F:29].[Zn:36]>>[F:1][C:2]([c:3]1[n:4][c:5]2[c:6]([C:24]([F:25])([F:26])[F:27])[cH:7][cH:8][cH:9][c:10]2[c:11]([CH:13]([OH:14])[c:15]2[c:16]([NH2:21])[cH:17][cH:18][cH:19][cH:20]2)[cH:12]1)([F:28])[F:29]. Starting materials: C(C#C)NC(C1=CC(=CC=C1)C(F)(F)F)=O (N-2-Propyn-1-yl-3-(trifluoromethyl)benzamide), [OH-].[Na+] (NaOH). The solvent is S(O)(O)(=O)=O (sulfuric acid). Run at temperature 110 celsius. The product is CC1=CN=C(O1)C1=CC(=CC=C1)C(F)(F)F (5-Methyl-2-[3-(trifluoromethyl)phenyl]-1,3-oxazole). The yield is 97.2%. RXN SMILES: [CH2:1]([NH:4][C:5](=[O:16])[C:6]1[CH:11]=[CH:10][CH:9]=[C:8]([C:12]([F:15])([F:14])[F:13])[CH:7]=1)[C:2]#[CH:3].[OH-].[Na+]>S(=O)(=O)(O)O>[CH3:3][C:2]1[O:16][C:5]([C:6]2[CH:11]=[CH:10][CH:9]=[C:8]([C:12]([F:14])([F:15])[F:13])[CH:7]=2)=[N:4][CH:1]=1 |f:1.2|. Procedure: N-2-Propyn-1-yl-3-(trifluoromethyl)benzamide (Example 370A) (7.0 g, 30.8 mmol) was suspended in sulfuric acid (95˜98%, 15 mL). The mixture was heated at 110° C. for 15 min. After cooling down, ice was added and solution was neutralized with 5N NaOH to pH 7 at 0° C. The mixture was extracted with Et2O three times and the combined organic layers were washed with brine once and dried over MgSO4. Concentration and purification by radial chromatography (0-20% EtOAc-hexanes gradient) afforded the titl... Starting materials: BrC1=C(C(=CC=C1)C)F (1-bromo-2-fluoro-3-methylbenzene), C(CCC)[Li] (butyllithium), FCC(=O)OCC (ethyl 2-fluoroacetate). The solvent is C1CCOC1 (THF). Run at temperature -78 celsius, time 1 hour. The product is FCC(=O)C1=C(C(=CC=C1)C)F (2-fluoro-1-(2-fluoro-3-methylphenyl)ethanone). Yield: 80.0%. RXN SMILES: Br[C:2]1[CH:7]=[CH:6][CH:5]=[C:4]([CH3:8])[C:3]=1[F:9].C([Li])CCC.[F:15][CH2:16][C:17](OCC)=[O:18]>C1COCC1>[F:15][CH2:16][C:17]([C:2]1[CH:7]=[CH:6][CH:5]=[C:4]([CH3:8])[C:3]=1[F:9])=[O:18]. Procedure: A solution of 1-bromo-2-fluoro-3-methylbenzene (7.0 g, 37.0 mmol) in THF (60 mL) was brought to −78° C. followed by the dropwise addition of butyllithium (15.55 ml, 38.9 mmol). The resulting mixture was stirred at −78° C. for 1 h then neat ethyl 2-fluoroacetate (3.76 ml, 38.9 mmol) was added dropwise. After 30 min the reaction went to completion. The reaction was quenched at −78° C. with saturated NH4Cl, warmed to rt and transferred to a separatory funnel. The aqueous phase was extracted with Et... The product is CC(=O)C1CC(=O)N(Cc2ccccc2)C1. Starting materials: O=C([O-])CC(=O)C1CC(=O)N(Cc2ccccc2)C1, CS(C)=O, [Cl-], [Na+], O. As a reaction SMILES: [CH2:1]([c:2]1[cH:3][cH:4][cH:5][cH:6][cH:7]1)[N:8]1[C:9](=[O:19])[CH2:10][CH:11]([C:13]([CH2:14][C:15]([O-:16])=[O:17])=[O:18])[CH2:12]1.[CH3:23][S:24]([CH3:25])=[O:26].[Cl-:21].[Na+:20].[OH2:22]>>[CH2:1]([c:2]1[cH:3][cH:4][cH:5][cH:6][cH:7]1)[N:8]1[C:9](=[O:19])[CH2:10][CH:11]([C:13]([CH3:14])=[O:18])[CH2:12]1.